This data is from the Open Reaction Database (ORD), a public repository of structured organic reaction records. The task is: describe an organic reaction: reactants, conditions, products, and yield Reactants: CCOCC, CCCCCC, O=C=NC(=O)Cc1ccc(F)cc1, CN(C)CCN1CCC(N(C)C(=O)Nc2cc(Oc3ccc(N)cc3)ccn2)CC1, C1CCOC1. The product is CN(C)CCN1CCC(N(C)C(=O)Nc2cc(Oc3ccc(NC(=O)NC(=O)Cc4ccc(F)cc4)cc3)ccn2)CC1. Reaction SMILES: [CH3:44][CH2:45][O:46][CH2:47][CH3:48].[CH3:49][CH2:50][CH2:51][CH2:52][CH2:53][CH3:54].[F:31][c:32]1[cH:33][cH:34][c:35]([CH2:38][C:39](=[O:40])[N:41]=[C:42]=[O:43])[cH:36][cH:37]1.[NH2:1][c:2]1[cH:3][cH:4][c:5]([O:6][c:7]2[cH:8][c:9]([NH:13][C:14]([N:15]([CH3:16])[CH:17]3[CH2:18][CH2:19][N:20]([CH2:23][CH2:24][N:25]([CH3:26])[CH3:27])[CH2:21][CH2:22]3)=[O:28])[n:10][cH:11][cH:12]2)[cH:29][cH:30]1.[O:55]1[CH2:56][CH2:57][CH2:58][CH2:59]1>>[NH:1]([c:2]1[cH:3][cH:4][c:5]([O:6][c:7]2[cH:8][c:9]([NH:13][C:14]([N:15]([CH3:16])[CH:17]3[CH2:18][CH2:19][N:20]([CH2:23][CH2:24][N:25]([CH3:26])[CH3:27])[CH2:21][CH2:22]3)=[O:28])[n:10][cH:11][cH:12]2)[cH:29][cH:30]1)[C:42]([NH:41][C:39]([CH2:38][c:35]1[cH:34][cH:33][c:32]([F:31])[cH:37][cH:36]1)=[O:40])=[O:43]. Starting materials: O=C([O-])[O-], CN1CCCC1=O, Clc1ccc2c(N3CCCCC3)noc2c1, O=C(NCCCCl)c1nsc2ccccc12, Cl, [I-], [K+], [K+], [Na+]. The product is O=C(NCCCC1CCN(c2noc3cc(Cl)ccc23)CC1)c1nsc2ccccc12, Cl. As a reaction SMILES: [C:34](=[O:35])([O-:36])[O-:37].[CH3:42][N:43]1[CH2:44][CH2:45][CH2:46][C:47]1=[O:48].[Cl:18][c:19]1[cH:20][c:21]2[c:22]([c:23]([N:26]3[CH2:27][CH2:28][CH2:29][CH2:30][CH2:31]3)[n:24][o:25]2)[cH:32][cH:33]1.[Cl:1][CH2:2][CH2:3][CH2:4][NH:5][C:6](=[O:7])[c:8]1[n:9][s:10][c:11]2[c:12]1[cH:13][cH:14][cH:15][cH:16]2.[ClH:17].[I-:41].[K+:38].[K+:39].[Na+:40]>>[CH2:2]([CH2:3][CH2:4][NH:5][C:6](=[O:7])[c:8]1[n:9][s:10][c:11]2[c:12]1[cH:13][cH:14][cH:15][cH:16]2)[CH:29]1[CH2:28][CH2:27][N:26]([c:23]2[c:22]3[c:21]([cH:20][c:19]([Cl:18])[cH:33][cH:32]3)[o:25][n:24]2)[CH2:31][CH2:30]1.[ClH:1]. Starting materials: C1CCCCC1, ClCC1CO1, NCc1ccccc1. The product is OC(CCl)CNCc1ccccc1. RXN SMILES: [CH2:14]1[CH2:15][CH2:16][CH2:17][CH2:18][CH2:19]1.[Cl:1][CH2:2][CH:3]1[CH2:4][O:5]1.[NH2:6][CH2:7][c:8]1[cH:9][cH:10][cH:11][cH:12][cH:13]1>>[Cl:1][CH2:2][CH:3]([CH2:4][NH:6][CH2:7][c:8]1[cH:9][cH:10][cH:11][cH:12][cH:13]1)[OH:5]. Starting materials: CCO, COc1cc(CC[N+](=O)[O-])ccc1O, NN, O. Yields the product COc1cc(CCN)ccc1O. RXN SMILES: [CH3:18][CH2:19][OH:20].[CH3:1][O:2][c:3]1[c:4]([OH:14])[cH:5][cH:6][c:7]([CH2:9][CH2:10][N+:11]([O-:12])=[O:13])[cH:8]1.[NH2:16][NH2:17].[OH2:15]>>[CH3:1][O:2][c:3]1[c:4]([OH:14])[cH:5][cH:6][c:7]([CH2:9][CH2:10][NH2:11])[cH:8]1.